Dataset: the Open Reaction Database (ORD), a public repository of structured organic reaction records. Task: describe an organic reaction: reactants, conditions, products, and yield Reactants: C(C)N1C(N([C@@H](C1)C(=O)OC(C)(C)C)C(=O)OCC1=CC=CC=C1)=O (tert.-butyl (4S)-1-ethyl-3-benzyloxycarbonyl-2-oxo-imidazolidine-4-carboxylate). Reagents/catalysts: [Pd] (palladium-black). Run in CO (methanol). The product is C(C)N1C(N[C@@H](C1)C(=O)OC(C)(C)C)=O (tert.-butyl (4S)-1-ethyl-2-oxo-imidazolidine-4-carboxylate). Yield: 96.8%. Reaction SMILES: [CH2:1]([N:3]1[CH2:7][C@@H:6]([C:8]([O:10][C:11]([CH3:14])([CH3:13])[CH3:12])=[O:9])[N:5](C(OCC2C=CC=CC=2)=O)[C:4]1=[O:25])[CH3:2]>[Pd].CO>[CH2:1]([N:3]1[CH2:7][C@@H:6]([C:8]([O:10][C:11]([CH3:14])([CH3:13])[CH3:12])=[O:9])[NH:5][C:4]1=[O:25])[CH3:2]. Procedure details: 4.2 g of tert.-butyl (4S)-1-ethyl-3-benzyloxycarbonyl-2-oxo-imidazolidine-4-carboxylate, 0.1 g of palladium-black and 100 ml of methanol are treated in the same manner as described in Example 1-(3). 2.5 g of tert.-butyl (4S)-1-ethyl-2-oxo-imidazolidine-4-carboxylate are thereby obtained as colorless crystals. Yield: 96.9% M.p. 86°-87° C. Reactants: ClC1N(C(C2=CC=CC=C12)=O)C1=NC2=NC(=CC=C2C=C1)Cl (3-chloro-2-(7-chloro-1,8-naphthyridin-2-yl)-1-isoindolinone), N1C(CCC1=O)C(=O)O (DL-pyroglutamic acid), N12CCCCCC2=NCCC1 (1,8-diazabicyclo[5.4.0]-undec-7ene). Reaction SMILES: Cl[CH:2]1[C:10]2[C:5](=[CH:6][CH:7]=[CH:8][CH:9]=2)[C:4](=[O:11])[N:3]1[C:12]1[CH:21]=[CH:20][C:19]2[C:14](=[N:15][C:16]([Cl:22])=[CH:17][CH:18]=2)[N:13]=1.[NH:23]1[C:27](=[O:28])[CH2:26][CH2:25][CH:24]1[C:29]([OH:31])=[O:30].N12CCCN=C1CCCCC2>CN(C)C=O>[O:28]=[C:27]1[NH:23][CH:24]([C:29]([O:31][CH:2]2[C:10]3[C:5](=[CH:6][CH:7]=[CH:8][CH:9]=3)[C:4](=[O:11])[N:3]2[C:12]2[CH:21]=[CH:20][C:19]3[C:14](=[N:15][C:16]([Cl:22])=[CH:17][CH:18]=3)[N:13]=2)=[O:30])[CH2:25][CH2:26]1. Procedure details: The procedure is as in Example 1, but starting with 3-chloro-2-(7-chloro-1,8-naphthyridin-2-yl)-1-isoindolinone (9.9 g) in anhydrous dimethylformamide (100 cc), DL-pyroglutamic acid (3.9 g) and 1,8-diazabicyclo[5.4.0]-undec-7ene (4.6 g). After recrystallization in dimethylformamide, 2-(7-chloro-1,8-naphthyridin-2-yl)-3-oxo-1-isoindolinyl 5-oxo-2-pyrrolidinecarboxylate (8.8 g), m.p. 255° C. (decomposition), is obtained. The yield is 69.4%. Yields the product O=C1CCC(N1)C(=O)OC1N(C(C2=CC=CC=C12)=O)C1=NC2=NC(=CC=C2C=C1)Cl (2-(7-chloro-1,8-naphthyridin-2-yl)-3-oxo-1-isoindolinyl 5-oxo-2-pyrrolidinecarboxylate). Solvent: CN(C=O)C (dimethylformamide). Starting materials: C(C)(C)(C)OC(=O)N1CCN(CC1)C1=C2C(=NC=N1)NN=C2 (4-(4-pyrazolo[3,4-d]pyrimidinyl )-1-piperazinecarboxylic acid tert-butyl ester), [N+](=O)([O-])C1=CC=C(C=C1)N=C=O (4-nitrophenyl isocyanate), O(C1=CC=CC=C1)C1=CC=C(C=C1)N=C=O (4-phenoxyphenyl isocyanate). Product: O(C1=CC=CC=C1)C1=CC=C(C=C1)NC(=O)N1CCN(CC1)C1=C2C(=NC=N1)NN=C2 (N-(4-Phenoxyphenyl)-4-(4-pyrazolo[3,4-d]pyrimidinyl)-1-piperazinecarboxamide). As a reaction SMILES: C(O[C:6]([N:8]1[CH2:13][CH2:12][N:11]([C:14]2[N:19]=[CH:18][N:17]=[C:16]3[NH:20][N:21]=[CH:22][C:15]=23)[CH2:10][CH2:9]1)=[O:7])(C)(C)C.[N+](C1C=CC(N=C=O)=CC=1)([O-])=O.[O:35]([C:42]1[CH:47]=[CH:46][C:45]([N:48]=C=O)=[CH:44][CH:43]=1)[C:36]1[CH:41]=[CH:40][CH:39]=[CH:38][CH:37]=1>>[O:35]([C:42]1[CH:43]=[CH:44][C:45]([NH:48][C:6]([N:8]2[CH2:9][CH2:10][N:11]([C:14]3[N:19]=[CH:18][N:17]=[C:16]4[NH:20][N:21]=[CH:22][C:15]=34)[CH2:12][CH2:13]2)=[O:7])=[CH:46][CH:47]=1)[C:36]1[CH:41]=[CH:40][CH:39]=[CH:38][CH:37]=1. Reported procedure: The target compound was produced in the same manner as in Example 2, except that 4-(6-purinyl)-1-piperazinecarboxylic acid tert-butyl ester was replaced with 4-(4-pyrazolo[3,4-d]pyrimidinyl )-1-piperazinecarboxylic acid tert-butyl ester produced in Reference Example 10, and that 4-nitrophenyl isocyanate was replaced with 4-phenoxyphenyl isocyanate. Starting materials: C(C)(C)(C)OC(=O)N1[C@H]2C[C@H]2C[C@H]1CN ((1S,3S,5S)-3-aminomethyl-2-aza-bicyclo[3.1.0]hexane-2-carboxylic acid tert-butyl ester), C1(=NC=CC2=CC=CC=C12)C(=O)O (isoquinoline-1-carboxylic acid). The product is C(C)(C)(C)OC(=O)N1[C@H]2C[C@H]2C[C@H]1CNC(=O)C1=NC=CC2=CC=CC=C12 ((1S,3S,5S)-3-{[(Isoquinoline-1-carbonyl)-amino]-methyl}-2-aza-bicyclo[3.1.0]hexane-2-carboxylic acid tert-butyl ester). RXN SMILES: [C:1]([O:5][C:6]([N:8]1[C@H:13]([CH2:14][NH2:15])[CH2:12][C@H:11]2[C@@H:9]1[CH2:10]2)=[O:7])([CH3:4])([CH3:3])[CH3:2].[C:16]1([C:26](O)=[O:27])[C:25]2[C:20](=[CH:21][CH:22]=[CH:23][CH:24]=2)[CH:19]=[CH:18][N:17]=1>>[C:1]([O:5][C:6]([N:8]1[C@H:13]([CH2:14][NH:15][C:26]([C:16]2[C:25]3[C:20](=[CH:21][CH:22]=[CH:23][CH:24]=3)[CH:19]=[CH:18][N:17]=2)=[O:27])[CH2:12][C@H:11]2[C@@H:9]1[CH2:10]2)=[O:7])([CH3:4])([CH3:3])[CH3:2]. Procedure: prepared by reaction of (1S,3S,5S)-3-aminomethyl-2-aza-bicyclo[3.1.0]hexane-2-carboxylic acid tert-butyl ester with isoquinoline-1-carboxylic acid. LC-MS (acidic): tR=1.04 min; [M+H]+=368.1. The reactants are CCOC(=O)Cl, COc1ccc(C2Sc3c(ccc4ccccc34)N(CCN(C)C)C(=O)C2O)cc1, c1ccncc1. The product is CCOC(=O)OC1C(=O)N(CCN(C)C)c2ccc3ccccc3c2SC1c1ccc(OC)cc1. As a reaction SMILES: [Cl:31][C:32](=[O:33])[O:34][CH2:35][CH3:36].[OH:1][CH:2]1[C:3](=[O:30])[N:4]([CH2:25][CH2:26][N:27]([CH3:28])[CH3:29])[c:5]2[c:6]([c:17]3[cH:18][cH:19][cH:20][cH:21][c:22]3[cH:23][cH:24]2)[S:7][CH:8]1[c:9]1[cH:10][cH:11][c:12]([O:15][CH3:16])[cH:13][cH:14]1.[cH:37]1[cH:38][cH:39][n:40][cH:41][cH:42]1>>[O:1]([CH:2]1[C:3](=[O:30])[N:4]([CH2:25][CH2:26][N:27]([CH3:28])[CH3:29])[c:5]2[c:6]([c:17]3[cH:18][cH:19][cH:20][cH:21][c:22]3[cH:23][cH:24]2)[S:7][CH:8]1[c:9]1[cH:10][cH:11][c:12]([O:15][CH3:16])[cH:13][cH:14]1)[C:32](=[O:33])[O:34][CH2:35][CH3:36]. Isolated yield 81.3%. Reported procedure: 4-nitrophthalic anhydride (0.25 g, 0.0013 mol) and p-aminobenzoic acid (0.18 g, 0.0013 mol) were refluxed as above overnight. The clear solution was purified as per 120 to yield 0.33 g(81%) 145 as a very pale dull yellow powder: mp=331–332° C.; Rf 0.86 (A): Rf 0.92 (C): Rf 0.56 (D): IR(cm−1): 2750–3150 (OH), 3116 (C═CH), 2684 (C—H), 1780 (C═O), 1730 (bs, C═O), 1622 (C═C), 1608 (C═C), 1543 (N═O), 1510 (C═C), 1434 (C═C), 1383 (C—O), 1350 (N═O), 1103 (C—O), 727 (C═CH); MS m/z (rel intensity) 311 (1... RXN SMILES: [N+:1]([C:4]1[CH:5]=[C:6]2[C:11](=[O:12])[O:10][C:8](=O)[C:7]2=[CH:13][CH:14]=1)([O-:3])=[O:2].[NH2:15][C:16]1[CH:24]=[CH:23][C:19]([C:20]([OH:22])=[O:21])=[CH:18][CH:17]=1>>[N+:1]([C:4]1[CH:5]=[C:6]2[C:11](=[O:12])[N:15]([C:16]3[CH:24]=[CH:23][C:19]([C:20]([OH:22])=[O:21])=[CH:18][CH:17]=3)[C:8](=[O:10])[C:7]2=[CH:13][CH:14]=1)([O-:3])=[O:2]. Yields the product [N+](=O)([O-])C=1C=C2C(C(=O)N(C2=O)C2=CC=C(C=C2)C(=O)O)=CC1 (4-nitro-N-(p-carboxyphenyl)phthalimide). The reactants are [N+](=O)([O-])C=1C=C2C(C(=O)OC2=O)=CC1 (4-nitrophthalic anhydride), NC1=CC=C(C(=O)O)C=C1 (p-aminobenzoic acid). The reactants are Cc1c([N+](=O)[O-])cc(C(=O)O)cc1[N+](=O)[O-], NS(N)(=O)=O, O, O=P(Cl)(Cl)Cl, O=S1(=O)CCCC1. Product: Cc1c([N+](=O)[O-])cc(C#N)cc1[N+](=O)[O-]. RXN SMILES: [CH3:6][c:7]1[c:8]([N+:19](=[O:20])[O-:21])[cH:9][c:10]([C:11]([OH:12])=[O:13])[cH:14][c:15]1[N+:16](=[O:17])[O-:18].[NH2:22][S:23](=[O:24])(=[O:25])[NH2:26].[OH2:27].[P:1]([Cl:2])([Cl:3])([Cl:4])=[O:5].[S:28]1(=[O:33])(=[O:34])[CH2:29][CH2:30][CH2:31][CH2:32]1>>[CH3:6][c:7]1[c:8]([N+:19](=[O:20])[O-:21])[cH:9][c:10]([C:11]#[N:22])[cH:14][c:15]1[N+:16](=[O:17])[O-:18]. The reactants are CCN(CC)S(F)(F)F (DAST), OC1(CCC(CC1)N1C[C@@H](CC1)NC(CNC(C1=CC(=CC=C1)C(F)(F)F)=O)=O)C=1SC=CN1 (N-[2-({(3R)-1-[4-hydroxy-4-(1,3-thiazol-2-yl)cyclohexyl]pyrrolidin-3-yl}amino)-2-oxoethyl]-3-(trifluoromethyl)benzamide), O (Water), CCOC(=O)C (EtOAc). Run in C(Cl)Cl (CH2Cl2). Reaction conditions: temperature 0 celsius. Product: FC1(CCC(CC1)N1C[C@@H](CC1)NC(CNC(C1=CC(=CC=C1)C(F)(F)F)=O)=O)C=1SC=CN1 (N-[2-({(3R)-1-[4-Fluoro-4-(1,3-thiazol-2-yl)cyclohexyl]pyrrolidin-3-yl}amino)-2-oxoethyl]-3-(trifluoromethyl)benzamide). Isolated yield 33.4%. As a reaction SMILES: CCN(S(F)(F)[F:7])CC.O[C:11]1([C:39]2[S:40][CH:41]=[CH:42][N:43]=2)[CH2:16][CH2:15][CH:14]([N:17]2[CH2:21][CH2:20][C@@H:19]([NH:22][C:23](=[O:38])[CH2:24][NH:25][C:26](=[O:37])[C:27]3[CH:32]=[CH:31][CH:30]=[C:29]([C:33]([F:36])([F:35])[F:34])[CH:28]=3)[CH2:18]2)[CH2:13][CH2:12]1.O.CCOC(C)=O>C(Cl)Cl>[F:7][C:11]1([C:39]2[S:40][CH:41]=[CH:42][N:43]=2)[CH2:16][CH2:15][CH:14]([N:17]2[CH2:21][CH2:20][C@@H:19]([NH:22][C:23](=[O:38])[CH2:24][NH:25][C:26](=[O:37])[C:27]3[CH:32]=[CH:31][CH:30]=[C:29]([C:33]([F:36])([F:35])[F:34])[CH:28]=3)[CH2:18]2)[CH2:13][CH2:12]1. Reported procedure: DAST (0.2 mL, 1.5 mmol) was added to N-[2-({(3R)-1-[4-hydroxy-4-(1,3-thiazol-2-yl)cyclohexyl]pyrrolidin-3-yl}amino)-2-oxoethyl]-3-(trifluoromethyl)benzamide (0.06 g, 0.12 mmol) in CH2Cl2 (5 mL) at −78° C. with stirring under N2. The solution was allowed to warm to 0° C. slowly and stirred for 1 h. Water and EtOAc were added. The aqueous layer was extracted with EtOAc (3×). The combined organic layers were washed with saturated NaCl, dried (MgSO4), concentrated and purified by flash chromatograph... The reactants are [Si](C1=CC=CC=C1)(C1=CC=CC=C1)(C(C)(C)C)OC1CN(C1)C=1SC=C(N1)C(=O)OCC (3-t-butyldiphenylsilyloxy-1-(4-ethoxycarbonyl-1,3-thiazol-2-yl)azetidine), C(C)(=O)OCC (ethyl acetate), [Cl-].[NH4+].C[Al](C)C (ammonium chloride trimethylaluminium), C(C)(=O)O (acetic acid), C(C)(=O)OCC (ethyl acetate). Solvent: C1=CC=CC=C1 (benzene), C1=CC=CC=C1 (benzene). Conditions: temperature 40 celsius, time 17 hour. The product is [Si](C1=CC=CC=C1)(C1=CC=CC=C1)(C(C)(C)C)OC1CN(C1)C=1SC=C(N1)C(N)=O (3-t-butyldiphenylsilyloxy-1-(4-carbamoyl-1,3-thiazol-2-yl)azetidine). The yield is 91.0%. As a reaction SMILES: [Si:1]([O:18][CH:19]1[CH2:22][N:21]([C:23]2[S:24][CH:25]=[C:26]([C:28]([O:30]CC)=O)[N:27]=2)[CH2:20]1)([C:14]([CH3:17])([CH3:16])[CH3:15])([C:8]1[CH:13]=[CH:12][CH:11]=[CH:10][CH:9]=1)[C:2]1[CH:7]=[CH:6][CH:5]=[CH:4][CH:3]=1.[Cl-].[NH4+:34].C[Al](C)C.C(O)(=O)C.C(OCC)(=O)C>C1C=CC=CC=1>[Si:1]([O:18][CH:19]1[CH2:20][N:21]([C:23]2[S:24][CH:25]=[C:26]([C:28](=[O:30])[NH2:34])[N:27]=2)[CH2:22]1)([C:14]([CH3:15])([CH3:16])[CH3:17])([C:2]1[CH:7]=[CH:6][CH:5]=[CH:4][CH:3]=1)[C:8]1[CH:9]=[CH:10][CH:11]=[CH:12][CH:13]=1 |f:1.2.3|. Procedure: To a solution of 3-t-butyldiphenylsilyloxy-1-(4-ethoxycarbonyl-1,3-thiazol-2-yl)azetidine (5.85 g, 12.5 mmol) (obtained as described in Reference Example 2(1)) in benzene (290 ml) was added a solution of 0.67M ammonium chloride-trimethylaluminium in benzene (56.4 ml) at room temperature under an atmosphere of nitrogen. The mixture was stirred in a water bath (40° C.) for 17 hours. After checking the completion of the reaction, 10% aqueous acetic acid solution (100 ml) and ethyl acetate (50 ml) w... The product is C(C)C(CC)N1C=CC2=C1N=C(N=C2)NC2=CC=C(C=C2)N2CCC(CC2)C(C)=O (1-(1-{4-[7-(1-Ethyl-propyl)-7H-pyrrolo[2,3-d]pyrimidin-2-ylamino]-phenyl}-piperidin-4-yl)-ethanone). Run in O1CCOCC1 (1,4-dioxane), O1CCOCC1 (1,4-dioxane). Procedure: To a mixture of 1-[4-(4-Amino-phenyl)-piperazin-1-yl]-ethanone (70.5 mg, 0.32 mmol) and NaOtBu (38.4 mg, 0.4 mmol) in 1,4-dioxane (0.3 mL) is added a solution of 2-Chloro-7-(1-ethyl-propyl)-7H-pyrrolo[2,3-d]pyrimidine (60 mg, 0.26 mmol) in 1,4-dioxane (0.6 mL) and a suspension of Pd2(dba)3 (12.2 mg, 0.013 mmol) and BINAP (16.6 mg, 0.026 mmol). The mixture is degassed, and heated at 100° C. for 3 hours. Then the mixture is cooled down to room temperature, diluted with EtOAc, and filtered through ... Run at temperature 100 celsius. As a reaction SMILES: [NH2:1][C:2]1[CH:7]=[CH:6][C:5]([N:8]2[CH2:13][CH2:12]N(C(=O)C)[CH2:10][CH2:9]2)=[CH:4][CH:3]=1.[CH3:17][C:18]([O-:21])(C)[CH3:19].[Na+].Cl[C:24]1[N:25]=[CH:26][C:27]2[CH:32]=[CH:31][N:30]([CH:33]([CH2:36][CH3:37])[CH2:34][CH3:35])[C:28]=2[N:29]=1.C1C=CC(P(C2C(C3C(P(C4C=CC=CC=4)C4C=CC=CC=4)=CC=C4C=3C=CC=C4)=C3C(C=CC=C3)=CC=2)C2C=CC=CC=2)=CC=1>O1CCOCC1.C1C=CC(/C=C/C(/C=C/C2C=CC=CC=2)=O)=CC=1.C1C=CC(/C=C/C(/C=C/C2C=CC=CC=2)=O)=CC=1.C1C=CC(/C=C/C(/C=C/C2C=CC=CC=2)=O)=CC=1.[Pd].[Pd]>[CH2:34]([CH:33]([N:30]1[C:28]2[N:29]=[C:24]([NH:1][C:2]3[CH:3]=[CH:4][C:5]([N:8]4[CH2:9][CH2:10][CH:17]([C:18](=[O:21])[CH3:19])[CH2:12][CH2:13]4)=[CH:6][CH:7]=3)[N:25]=[CH:26][C:27]=2[CH:32]=[CH:31]1)[CH2:36][CH3:37])[CH3:35] |f:1.2,6.7.8.9.10|. The reagents and catalysts are C=1C=CC(=CC1)/C=C/C(=O)/C=C/C2=CC=CC=C2.C=1C=CC(=CC1)/C=C/C(=O)/C=C/C2=CC=CC=C2.C=1C=CC(=CC1)/C=C/C(=O)/C=C/C2=CC=CC=C2.[Pd].[Pd] (Pd2(dba)3). Starting materials: C=1C=CC(=CC1)P(C=2C=CC=CC2)C3=CC=C4C=CC=CC4=C3C5=C6C=CC=CC6=CC=C5P(C=7C=CC=CC7)C=8C=CC=CC8 (BINAP), ClC=1N=CC2=C(N1)N(C=C2)C(CC)CC (2-Chloro-7-(1-ethyl-propyl)-7H-pyrrolo[2,3-d]pyrimidine), NC1=CC=C(C=C1)N1CCN(CC1)C(C)=O (1-[4-(4-Amino-phenyl)-piperazin-1-yl]-ethanone), CC(C)(C)[O-].[Na+] (NaOtBu). Isolated yield 80.5%.